From a dataset of the Open Reaction Database (ORD), a public repository of structured organic reaction records. describe an organic reaction: reactants, conditions, products, and yield Reactants: O=C(Cl)OCc1ccccc1, CCOCC, Cl, [Na+], [OH-], O=C(O)C1CCCNC1. The product is O=C(O)C1CCCN(C(=O)OCc2ccccc2)C1. RXN SMILES: [CH2:12]([c:13]1[cH:14][cH:15][cH:16][cH:17][cH:18]1)[O:19][C:20](=[O:21])[Cl:22].[CH3:24][CH2:25][O:26][CH2:27][CH3:28].[ClH:23].[Na+:11].[OH-:10].[OH:1][C:2](=[O:3])[CH:4]1[CH2:5][CH2:6][CH2:7][NH:8][CH2:9]1>>[OH:1][C:2](=[O:3])[CH:4]1[CH2:5][CH2:6][CH2:7][N:8]([C:20]([O:19][CH2:12][c:13]2[cH:14][cH:15][cH:16][cH:17][cH:18]2)=[O:21])[CH2:9]1. Starting materials: OCCCC=1C(C=C(OC1)COC1OCCCC1)=O (5-(3-hydroxypropyl)-2-((tetrahydro-2H-pyran-2-yloxy)methyl)-4H-pyran-4-one), O.[NH4+] (ammonium water). Run in C(C)O (ethanol). Reaction conditions: time 30 minute. The product is OCCCC=1C(C=C(NC1)COC1OCCCC1)=O (5-(3-hydroxypropyl)-2-((tetrahydro-2H-pyran-2-yloxy)methyl)pyridin-4(1H)-one). RXN SMILES: [OH:1][CH2:2][CH2:3][CH2:4][C:5]1[C:6](=[O:19])[CH:7]=[C:8]([CH2:11][O:12][CH:13]2[CH2:18][CH2:17][CH2:16][CH2:15][O:14]2)O[CH:10]=1.O.[NH4+:21]>C(O)C>[OH:1][CH2:2][CH2:3][CH2:4][C:5]1[C:6](=[O:19])[CH:7]=[C:8]([CH2:11][O:12][CH:13]2[CH2:18][CH2:17][CH2:16][CH2:15][O:14]2)[NH:21][CH:10]=1 |f:1.2|. Procedure details: To a solution of 1.2 g of 5-(3-hydroxypropyl)-2-((tetrahydro-2H-pyran-2-yloxy)methyl)-4H-pyran-4-one in 5 mL of ethanol, 16 mL of 25% ammonium water was added, and the mixture was heated under reflux while stirring for 9 hours 30 minutes. The solvent was distilled off under reduced pressure, and the resultant residue was purified by flash silica gel column chromatography using gradient elution with chloroform:methanol=95:5 to 90:10 to obtain 0.42 g of 5-(3-hydroxypropyl)-2-((tetrahydro-2H-pyran-... The reactants are C(O)([O-])=O.[Na+] (sodium hydrogen carbonate), ClC1=C(SC=C1)C1CC(C=2C(=CC=NC2C1)C)=O (7-(3-chlorothiophen-2-yl)-4-methyl-5,6,7,8-tetrahydroquinolin-5-one), C(CO)O (ethyleneglycol), C1(=CC=C(C=C1)S(=O)(=O)O)C (p-toluenesulfonic acid). Run in C(C)(=O)OCC (ethyl acetate), C1(=CC=CC=C1)C (toluene), O (water). Yields the product C1COC2(C=3C(=CC=NC3CC(C2)C=2SC=CC2Cl)C)O1 (7-(3-chlorothiophen-2-yl)-4-methyl-5,6,7,8-tetrahydroquinolin-5-one-ethyleneacetal). The yield is 89.1%. RXN SMILES: [Cl:1][C:2]1[CH:6]=[CH:5][S:4][C:3]=1[CH:7]1[CH2:16][C:15]2[N:14]=[CH:13][CH:12]=[C:11]([CH3:17])[C:10]=2[C:9](=[O:18])[CH2:8]1.[CH2:19](O)[CH2:20][OH:21].C1(C)C=CC(S(O)(=O)=O)=CC=1.C(=O)([O-])O.[Na+]>C1(C)C=CC=CC=1.C(OCC)(=O)C.O>[CH2:20]1[O:21][C:9]2([CH2:8][CH:7]([C:3]3[S:4][CH:5]=[CH:6][C:2]=3[Cl:1])[CH2:16][C:15]3[N:14]=[CH:13][CH:12]=[C:11]([CH3:17])[C:10]2=3)[O:18][CH2:19]1 |f:3.4|. Procedure: A mixture of 7-(3-chlorothiophen-2-yl)-4-methyl-5,6,7,8-tetrahydroquinolin-5-one (7.07 g), ethyleneglycol (6.2 g) and p-toluenesulfonic acid (6.9 g) in toluene (200 ml) was refluxed for 15 hours, with separating water, and to the reaction solution were added ethyl acetate (150 ml) and saturated sodium hydrogen carbonate solution (200 ml). The mixture was shaken, and the separated upper layer was washed with water and concentrated under reduced pressure. The residue was purified with silica gel c... Starting materials: FC1=C(C=C(C=C1)C)[N+](=O)[O-] (1-fluoro-4-methyl-2-nitro-benzene), BrBr (bromine). Run in CCCCCC (hexane). Conditions: temperature 50 celsius. Product: BrCC1=CC(=C(C=C1)F)[N+](=O)[O-] (4-bromomethyl-1-fluoro-2-nitro-benzene). RXN SMILES: [F:1][C:2]1[CH:7]=[CH:6][C:5]([CH3:8])=[CH:4][C:3]=1[N+:9]([O-:11])=[O:10].[Br:12]Br>CCCCCC>[Br:12][CH2:8][C:5]1[CH:6]=[CH:7][C:2]([F:1])=[C:3]([N+:9]([O-:11])=[O:10])[CH:4]=1. Procedure: To a stirred melt of 1-fluoro-4-methyl-2-nitro-benzene (10 g) at 150° C. under a sunlamp was slowly added 3.65 ml of bromine over a 5 hr period. Cooled the brown mixture to 50° C. and poured into 125 ml of hexane. Cooled in an ice bath, filtered, and obtained 10.1 g of 4-bromomethyl-1-fluoro-2-nitro-benzene as white crystals. ##STR127## Reactants: CC=1C=CC(=NC1)C=1C=C(C(=O)OC)C=C(C1)B1OC(C(O1)(C)C)(C)C (methyl 3-(5-methylpyridin-2-yl)-5-(4,4,5,5-tetramethyl-1,3,2-dioxaborolan-2-yl)benzoate), BrC1=C(C#N)C=CC(=C1)C(F)(F)F (2-bromo-4-(trifluoromethyl)benzonitrile), C([O-])([O-])=O.[Cs+].[Cs+] (cesium carbonate), O (water). Reagents/catalysts: [I-].C(CCC)[N+](CCCC)(CCCC)CCCC (tetra-n-butylammonium iodide). The solvent is CN(C=O)C (N,N-dimethylformamide). Product: C(#N)C1=C(C=C(C=C1)C(F)(F)F)C1=CC(=CC(=C1)C1=NC=C(C=C1)C)C(=O)OC (Methyl 2′-cyano-5-(5-methylpyridin-2-yl)-5′-(trifluoromethyl)biphenyl-3-carboxylate). RXN SMILES: [CH3:1][C:2]1[CH:3]=[CH:4][C:5]([C:8]2[CH:9]=[C:10]([CH:15]=[C:16](B3OC(C)(C)C(C)(C)O3)[CH:17]=2)[C:11]([O:13][CH3:14])=[O:12])=[N:6][CH:7]=1.Br[C:28]1[CH:35]=[C:34]([C:36]([F:39])([F:38])[F:37])[CH:33]=[CH:32][C:29]=1[C:30]#[N:31].C(=O)([O-])[O-].[Cs+].[Cs+].O>[I-].C([N+](CCCC)(CCCC)CCCC)CCC.CN(C)C=O>[C:30]([C:29]1[CH:32]=[CH:33][C:34]([C:36]([F:37])([F:38])[F:39])=[CH:35][C:28]=1[C:16]1[CH:17]=[C:8]([C:5]2[CH:4]=[CH:3][C:2]([CH3:1])=[CH:7][N:6]=2)[CH:9]=[C:10]([C:11]([O:13][CH3:14])=[O:12])[CH:15]=1)#[N:31] |f:2.3.4,6.7|. Procedure details: Into a 5 mL microwave vial were charged methyl 3-(5-methylpyridin-2-yl)-5-(4,4,5,5-tetramethyl-1,3,2-dioxaborolan-2-yl)benzoate (300 mg, 0.85 mmol), 2-bromo-4-(trifluoromethyl)benzonitrile (425 mg, 1.70 mmol), cesium carbonate (1.38 g, 4.25 mmol), tetra-n-butylammonium iodide (314 mg, 0.85 mmol), POPd (43 mg, 0.085 mmol), water (0.6 mL) and N,N-dimethylformamide (3 mL). The reaction mixture was subjected to microwave irradiation at 150° C. for 10 mins. After cooling, the reaction mixture was ext... Starting materials: BrC=1C=CC2=C(N(C(=N2)OCC)C2=NC(=NC=C2)N)C1 (4-(6-bromo-2-ethoxy-1,3-benzodiazol-1-yl)pyrimidin-2-amine), CC(C)(C#C)O (2-methyl-3-butyn-2-ol). The product is NC1=NC=CC(=N1)N1C(=NC2=C1C=C(C=C2)C#CC(C)(O)C)OCC (4-[1-(2-aminopyrimidin-4-yl)-2-ethoxy-1H-1,3-benzodiazol-6-yl]-2-methylbut-3-yn-2-ol). Reaction SMILES: Br[C:2]1[CH:3]=[CH:4][C:5]2[N:9]=[C:8]([O:10][CH2:11][CH3:12])[N:7]([C:13]3[CH:18]=[CH:17][N:16]=[C:15]([NH2:19])[N:14]=3)[C:6]=2[CH:20]=1.[CH3:21][C:22]([OH:26])([C:24]#[CH:25])[CH3:23]>>[NH2:19][C:15]1[N:14]=[C:13]([N:7]2[C:6]3[CH:20]=[C:2]([C:25]#[C:24][C:22]([CH3:23])([OH:26])[CH3:21])[CH:3]=[CH:4][C:5]=3[N:9]=[C:8]2[O:10][CH2:11][CH3:12])[CH:18]=[CH:17][N:16]=1. Reported procedure: The title compound was prepared by the procedure described in Step 2 of Example 142-b by reacting 4-(6-bromo-2-ethoxy-1,3-benzodiazol-1-yl)pyrimidin-2-amine with 2-methyl-3-butyn-2-ol; 1H NMR (500 MHz, MeOD) delta 1.54 (3H, t, J=7.09 Hz), 1.58 (6H, s), 4.68 (2H, q, J=7.09 Hz), 7.11 (1H, d, J=5.67 Hz), 7.25-7.32 (1H, m), 7.39 (1H, d, J=8.20 Hz), 8.29 (1H, s), 8.31-8.43 (1H, m); LC-MS: m/z=+338.5 (M+H)+. As a reaction SMILES: [CH3:26][N:27]([CH3:28])[CH:29]=[O:30].[Cl:1][c:2]1[cH:3][c:4]([CH2:5][n:6]2[c:7]([C:17](=[O:18])[O:19][CH2:20][CH3:21])[cH:8][c:9]3[c:10]([CH2:15][OH:16])[cH:11][cH:12][cH:13][c:14]23)[cH:22][cH:23][c:24]1[Cl:25].[Cl:35][CH2:36][Cl:37].[S:31]([Cl:32])([Cl:33])=[O:34]>>[Cl:1][c:2]1[cH:3][c:4]([CH2:5][n:6]2[c:7]([C:17](=[O:18])[O:19][CH2:20][CH3:21])[cH:8][c:9]3[c:10]([CH2:15][Cl:33])[cH:11][cH:12][cH:13][c:14]23)[cH:22][cH:23][c:24]1[Cl:25]. Product: CCOC(=O)c1cc2c(CCl)cccc2n1Cc1ccc(Cl)c(Cl)c1. The reactants are CN(C)C=O, CCOC(=O)c1cc2c(CO)cccc2n1Cc1ccc(Cl)c(Cl)c1, ClCCl, O=S(Cl)Cl. The reactants are C(C(=C)C)(=O)OC (methyl methacrylate), [N+](=[N-])=C (diazomethane), CCOCC (ether). The product is CC1N=NC(C1)(C(=O)O)C (Methyl-3,4-dihydro-5-methyl-5H-pyrazole-5-carboxylic acid). As a reaction SMILES: [C:1]([O:6]C)(=[O:5])[C:2]([CH3:4])=[CH2:3].[N+:8](=[CH2:10])=[N-:9].[CH3:11]COCC>>[CH3:11][CH:10]1[CH2:3][C:2]([CH3:4])([C:1]([OH:6])=[O:5])[N:9]=[N:8]1. Procedure details: A solution of 10 g of methyl methacrylate in 100 ml of ether is treated with an excess of ethereal diazomethane for about 16 hours. The ether is removed in vacuo to give 12.5 g of the title compound as an oil. Examination of the oil on thin layer chromatography silica gel plates using 40% ethyl acetate/hexane shows a single spot at Rf =0.34, visualized with phosphomolybdic acid plus heat. The oil has the following spectral characteristics: NMR(13C,CDCl3 ppm), 170.9(C-1), 94.1(C-2), 28.0(C-3), 77... Reactants: copolymer Q, CO (methanol), C=CC1=CC=CC=C1.C=CC(C)=C.C=CC1=CC=CC=C1 (styrene-isoprene-styrene). Reaction conditions: time 1 hour. The product is C=CC(C)=C.C=CC1=CC=CC=C1 (styrene-isoprene). As a reaction SMILES: CO.[CH2:3]=[CH:4][C:5]1[CH:10]=CC=C[CH:6]=1.C=CC(=C)C.[CH2:16]=[CH:17][C:18]1[CH:23]=[CH:22][CH:21]=[CH:20][CH:19]=1>>[CH2:3]=[CH:4][C:5](=[CH2:6])[CH3:10].[CH2:16]=[CH:17][C:18]1[CH:23]=[CH:22][CH:21]=[CH:20][CH:19]=1 |f:1.2.3,4.5|. Procedure: In a pressure resistant reactor, 23.3 kg of cyclohexane, 4.50 millimoles of N,N,N′,N′-tetramethylethylenediamine (hereinafter, referred to as TMEDA), and 1.33 kg of styrene were added, and while the mixture was stirred at 40° C., 151.5 millimoles of n-butyllithium was added thereto. While the temperature was elevated to 50° C., polymerization was carried out for one hour. The polymerization conversion ratio for styrene was 100% by weight. Subsequently, while the temperature was controlled to be ...